Dataset: the Open Reaction Database (ORD), a public repository of structured organic reaction records. Task: describe an organic reaction: reactants, conditions, products, and yield The reactants are solution, FC(C(=O)O)(F)F (trifluoroacetic acid), C(C1=CC=CC=C1)N(C[Si](C)(C)C)COC (N-benzyl-N-(methoxymethyl)-N-[(trimethylsilyl)methyl]amine), C=C1C(=O)OCC1 (α-methylene-γ-butyrolactone). The solvent is ClCCl (dichloromethane), ClCCl (dichloromethane). Yields the product C(C1=CC=CC=C1)N1CC2(CCOC2=O)CC1 ((±)-7-Benzyl-7-aza-2-oxaspiro[4.4]nonan-1-one), oil. Yield: 81.0%. RXN SMILES: [CH2:1]([N:8]([CH2:14]OC)[CH2:9][Si](C)(C)C)[C:2]1[CH:7]=[CH:6][CH:5]=[CH:4][CH:3]=1.[CH2:17]=[C:18]1[CH2:23][CH2:22][O:21][C:19]1=[O:20].FC(F)(F)C(O)=O>ClCCl>[CH2:1]([N:8]1[CH2:9][CH2:17][C:18]2([C:19](=[O:20])[O:21][CH2:22][CH2:23]2)[CH2:14]1)[C:2]1[CH:3]=[CH:4][CH:5]=[CH:6][CH:7]=1. Procedure: A stirred solution of N-benzyl-N-(methoxymethyl)-N-[(trimethylsilyl)methyl]amine (D12, 160 g of 75% purity, assume 0.51 mole) and α-methylene-γ-butyrolactone (D14, 50 g, 0.51 mole) in dichloromethane (11 L) under nitrogen was cooled to 0° C. and then treated with a 1M solution of trifluoroacetic acid in dichloromethane (50ml, 0.05 mole), keeping the temperature below 5° C. The reaction mixture was allowed to warm to room temperature over 2 h, then washed with saturated sodium bicarbonate solutio... Reactants: [NH4+].[Cl-] (NH4Cl), C(C)(C)(C)[C@H]1N([C@@H](C(N1C1=CC(=C(C(=C1)Cl)F)Cl)=O)C)C(C(F)(F)F)=O ((2S,5R)-2-tert-butyl-3-(3,5-dichloro-4-fluoro-phenyl)-5-methyl-1-(2,2,2-trifluoro-acetyl)-imidazolidin-4-one), [Li+].C[Si](C)(C)[N-][Si](C)(C)C (LiHMDS), C(#N)C1=CC=C(CBr)C=C1 (4-cyanobenzyl bromide). Solvent: CCOC(=O)C (EtOAc), O (water), C1CCOC1 (THF), C1CCOC1 (THF). Conditions: temperature -5 celsius, time 2 hour. The product is C(C)(C)(C)[C@@H]1N(C([C@@](N1C(C(F)(F)F)=O)(C)CC1=CC=C(C#N)C=C1)=O)C1=CC(=C(C(=C1)Cl)F)Cl (4-[(2R,4R)-2-tert-Butyl-1-(3,5-dichloro-4-fluoro-phenyl)-4-methyl-5-oxo-3-(2,2,2-trifluoro-acetyl)-imidazolidin-4-ylmethyl]-benzonitrile). Yield: 105.7%. As a reaction SMILES: [C:1]([C@@H:5]1[N:9]([C:10]2[CH:15]=[C:14]([Cl:16])[C:13]([F:17])=[C:12]([Cl:18])[CH:11]=2)[C:8](=[O:19])[C@@H:7]([CH3:20])[N:6]1[C:21](=[O:26])[C:22]([F:25])([F:24])[F:23])([CH3:4])([CH3:3])[CH3:2].[Li+].C[Si]([N-][Si](C)(C)C)(C)C.[C:37]([C:39]1[CH:46]=[CH:45][C:42]([CH2:43]Br)=[CH:41][CH:40]=1)#[N:38].[NH4+].[Cl-]>C1COCC1.CCOC(C)=O.O>[C:1]([C@H:5]1[N:6]([C:21](=[O:26])[C:22]([F:24])([F:23])[F:25])[C@@:7]([CH2:43][C:42]2[CH:45]=[CH:46][C:39]([C:37]#[N:38])=[CH:40][CH:41]=2)([CH3:20])[C:8](=[O:19])[N:9]1[C:10]1[CH:15]=[C:14]([Cl:16])[C:13]([F:17])=[C:12]([Cl:18])[CH:11]=1)([CH3:2])([CH3:3])[CH3:4] |f:1.2,4.5|. Procedure details: To a solution of (2S,5R)-2-tert-butyl-3-(3,5-dichloro-4-fluoro-phenyl)-5-methyl-1-(2,2,2-trifluoro-acetyl)-imidazolidin-4-one (158 g, 0.382 mol) in anhydrous THF (382 mL) under a nitrogen atmosphere at −20° C. was added a solution of LiHMDS (1.0M in THF, 401 mL, 0.401 mol) over 50 min. The internal temperature increased to −5° C. over the course of this addition. Stirring was continued at this temperature for an additional hour. The reaction was cooled to −10° C. and a solution of 4-cyanobenzyl ... Starting materials: CC=1OC2(CCCCC2C(C1[N+](=O)[O-])C1=C(C=CC=C1)C(F)(F)F)N1CCOCC1 (2-methyl-8a-morpholino-3-nitro-4-(2-trifluoromethylphenyl)-4a,5,6,7,8,8a-hexahydro-4H-chromene), [Cl-].C[NH3+] (methylammonium chloride). Solvent: C(C)O (ethanol). Yields the product CN1C(=C(C(C=2CCCCC12)C1=C(C=CC=C1)C(F)(F)F)[N+](=O)[O-])C (1,2-Dimethyl-3-nitro-4-(2-trifluoromethylphenyl)-1,4,5,6,7,8-hexahydroquinoline). Reaction SMILES: CC1O[C:4]2([N:25]3[CH2:30][CH2:29]OC[CH2:26]3)[CH:9]([CH:10]([C:15]3[CH:20]=[CH:19][CH:18]=[CH:17][C:16]=3[C:21]([F:24])([F:23])[F:22])[C:11]=1[N+:12]([O-:14])=[O:13])[CH2:8][CH2:7][CH2:6][CH2:5]2.[Cl-].C[NH3+]>C(O)C>[CH3:26][N:25]1[C:4]2[CH2:5][CH2:6][CH2:7][CH2:8][C:9]=2[CH:10]([C:15]2[CH:20]=[CH:19][CH:18]=[CH:17][C:16]=2[C:21]([F:22])([F:23])[F:24])[C:11]([N+:12]([O-:14])=[O:13])=[C:30]1[CH3:29] |f:1.2|. Procedure details: 2 g (4.7 mmol) of 2-methyl-8a-morpholino-3-nitro-4-(2-trifluoromethylphenyl)-4a,5,6,7,8,8a-hexahydro-4H-chromene are heated at the reflux temperature in 15 ml of ethanol with 2 g of methylammonium chloride for 6 hours. After cooling, the salts are filtered off with suction, the solution is evaporated, the residue is taken up in chloroform and the mixture is washed with water. The organic phase is dried and concentrated and the residue is chromatographed on silica gel with chloroform with 1% of m... Reactants: N1=C(NN2C(N=C3C=CC=CC3=C21)=O)C(=O)OCC (ethyl 1,2,4-triazolo[1,5-c]quinazolin-5-one-2-carboxylate), OS(=O)(=O)O (H2SO4), [N+](=O)(O)[O-] (HNO3). Solvent: ice water. Yields the product [N+](=O)([O-])C1=CC2=C3N(C(N=C2C=C1)=O)NC(=N3)C(=O)OCC (Ethyl 9-nitro-1,2,4-triazolo[1,5-c]quinazolin-5-one-2-carboxylate). RXN SMILES: [N:1]1[C:13]2[N:4]([C:5](=[O:14])[N:6]=[C:7]3[C:12]=2[CH:11]=[CH:10][CH:9]=[CH:8]3)[NH:3][C:2]=1[C:15]([O:17][CH2:18][CH3:19])=[O:16].OS(O)(=O)=O.[N+:25]([O-])([OH:27])=[O:26]>>[N+:25]([C:10]1[CH:9]=[CH:8][C:7]2[C:12](=[C:13]3[N:1]=[C:2]([C:15]([O:17][CH2:18][CH3:19])=[O:16])[NH:3][N:4]3[C:5](=[O:14])[N:6]=2)[CH:11]=1)([O-:27])=[O:26]. Procedure: 2.0 g (0.008 mole) of ethyl 1,2,4-triazolo[1,5-c]quinazolin-5-one-2-carboxylate were introduced into 20 ml of concentrated H2SO4 at 20° C., whilst stirring, and 0.3 ml of 100% strength HNO3 was added dropwise. The mixture was stirred for a further 3 hours at 20° C. and then introduced onto 100 ml of ice water. The precipitate was filtered off and dissolved in methylene chloride/methanol, the solution was treated with active charcoal and filtered, and the solvent was stripped off. Yield: 1.4 g (6... Starting materials: CC(C)(C)[O-], [Cl-], CC#CCOc1cc(Cl)ncn1, N#CCc1ccccc1F, [K+], [NH4+], C1CCOC1. Product: CC#CCOc1cc(C(C#N)c2ccccc2F)ncn1. RXN SMILES: [CH3:1][C:2]([CH3:3])([O-:4])[CH3:5].[Cl-:29].[Cl:17][c:18]1[n:19][cH:20][n:21][c:22]([O:24][CH2:25][C:26]#[C:27][CH3:28])[cH:23]1.[F:7][c:8]1[c:9]([CH2:14][C:15]#[N:16])[cH:10][cH:11][cH:12][cH:13]1.[K+:6].[NH4+:30].[O:31]1[CH2:32][CH2:33][CH2:34][CH2:35]1>>[F:7][c:8]1[c:9]([CH:14]([C:15]#[N:16])[c:18]2[n:19][cH:20][n:21][c:22]([O:24][CH2:25][C:26]#[C:27][CH3:28])[cH:23]2)[cH:10][cH:11][cH:12][cH:13]1. Starting materials: S=C(n1ccnc1)n1ccnc1, CC#N, NCCCN1CCC(c2ccccc2)CC1. The product is S=C=NCCCN1CCC(c2ccccc2)CC1. RXN SMILES: [C:17](=[S:18])([n:19]1[cH:20][cH:21][n:22][cH:23]1)[n:24]1[cH:25][cH:26][n:27][cH:28]1.[CH3:29][C:30]#[N:31].[c:1]1([CH:7]2[CH2:8][CH2:9][N:10]([CH2:13][CH2:14][CH2:15][NH2:16])[CH2:11][CH2:12]2)[cH:2][cH:3][cH:4][cH:5][cH:6]1>>[c:1]1([CH:7]2[CH2:8][CH2:9][N:10]([CH2:13][CH2:14][CH2:15][N:16]=[C:17]=[S:18])[CH2:11][CH2:12]2)[cH:2][cH:3][cH:4][cH:5][cH:6]1. The reactants are COC=1C=C(C=O)C=CC1OCC=1N=C(OC1C)C1=CC=CC=C1 (3-methoxy-4-(5-methyl-2-phenyl-4-oxazolylmethoxy)benzaldehyde), [BH4-].[Na+] (sodium borohydride). Yields the product COC=1C=C(CO)C=CC1OCC=1N=C(OC1C)C1=CC=CC=C1 (3-methoxy-4-(5-methyl-2-phenyl-4-oxazolylmethoxy)benzyl alcohol). The yield is 93.9%. RXN SMILES: [CH3:1][O:2][C:3]1[CH:4]=[C:5]([CH:8]=[CH:9][C:10]=1[O:11][CH2:12][C:13]1[N:14]=[C:15]([C:19]2[CH:24]=[CH:23][CH:22]=[CH:21][CH:20]=2)[O:16][C:17]=1[CH3:18])[CH:6]=[O:7].[BH4-].[Na+]>>[CH3:1][O:2][C:3]1[CH:4]=[C:5]([CH:8]=[CH:9][C:10]=1[O:11][CH2:12][C:13]1[N:14]=[C:15]([C:19]2[CH:24]=[CH:23][CH:22]=[CH:21][CH:20]=2)[O:16][C:17]=1[CH3:18])[CH2:6][OH:7] |f:1.2|. Procedure: In substantially the same manner in Reference Example 93, 3-methoxy-4-(5-methyl-2-phenyl-4-oxazolylmethoxy)benzaldehyde (6.47 g) was reduced by sodium borohydride (760 mg) to obtain 3-methoxy-4-(5-methyl-2-phenyl-4-oxazolylmethoxy)benzyl alcohol (6.11 g, yield 93%) as crystals.